From a dataset of the Open Reaction Database (ORD), a public repository of structured organic reaction records. describe an organic reaction: reactants, conditions, products, and yield Starting materials: N=1ON=C2C1C=CC(=C2)OC2=C(C(=O)O)C=CC=N2 (2-(benzo[2,1,3]oxadiazol-5-yloxy)-nicotinic acid), COC(COC1=CC(=C(C=C1)CN)F)=O ((4-aminomethyl-3-fluoro-phenoxy)-acetic acid methyl ester), C(C)(C)(C)OC(C(C)OC1=CC(=C(C=C1)CN)F)=O ((+)-2-(4-aminomethyl-3-fluoro-phenoxy)-propionic acid tert-butyl ester), O1COC2=C1C=CC(=C2)OC2=C(C(=O)O)C=CC=N2 (2-(benzo-[1,3]-dioxol-5-yloxy)-nicotinic acid). The product is C(C)(C)(C)OC(C(C)OC1=CC(=C(C=C1)CNC(=O)C=1C(=NC=CC1)OC1=CC=2C(=NON2)C=C1)F)=O ((±)-2-[4-({[2-(Benzo[2,1,3]oxadiazol-5-yloxy)-pyridine-3-carbonyl]-amino}-methyl)-3-fluoro-phenoxy]-propionic acid tert-butyl ester). Reaction SMILES: [N:1]1[O:2][N:3]=[C:4]2[CH:9]=[C:8]([O:10][C:11]3[N:19]=[CH:18][CH:17]=[CH:16][C:12]=3[C:13]([OH:15])=O)[CH:7]=[CH:6][C:5]=12.[C:20]([O:24][C:25](=[O:38])[CH:26]([O:28][C:29]1[CH:34]=[CH:33][C:32]([CH2:35][NH2:36])=[C:31]([F:37])[CH:30]=1)[CH3:27])([CH3:23])([CH3:22])[CH3:21].O1C2C=CC(OC3N=CC=CC=3C(O)=O)=CC=2OC1.COC(=O)COC1C=CC(CN)=C(F)C=1>>[C:20]([O:24][C:25](=[O:38])[CH:26]([O:28][C:29]1[CH:34]=[CH:33][C:32]([CH2:35][NH:36][C:13]([C:12]2[C:11]([O:10][C:8]3[CH:7]=[CH:6][C:5]4=[N:1][O:2][N:3]=[C:4]4[CH:9]=3)=[N:19][CH:18]=[CH:17][CH:16]=2)=[O:15])=[C:31]([F:37])[CH:30]=1)[CH3:27])([CH3:21])([CH3:22])[CH3:23]. Reported procedure: The compound of Formula (5.0.23) was prepared in a manner analogous to that described in Preparation 20, substituting 2-(benzo[2,1,3]oxadiazol-5-yloxy)-nicotinic acid and (+)-2-(4-aminomethyl-3-fluoro-phenoxy)-propionic acid tert-butyl ester for the corresponding 2-(benzo-[1,3]-dioxol-5-yloxy)-nicotinic acid and (4-aminomethyl-3-fluoro-phenoxy)-acetic acid methyl ester materials, respectively. Reactants: FC=1C=C(C=CC1N1CCNCC1)N1C(O[C@H](C1)CNC(C)=O)=O ((S)-N-[[3-[3-fluoro-4-(1-piperazinyl)phenyl]-2-oxo-5-oxazolidinyl]methyl]acetamide), ClCCCO (3-chloro-1-propanol), C([O-])([O-])=O.[K+].[K+] (potassium carbonate). Solvent: C(C)#N (acetonitrile). Yields the product FC=1C=C(C=CC1N1CCN(CC1)CCCO)N1C(O[C@H](C1)CNC(C)=O)=O ((S)-N-[[3-[3-fluoro-4-[4-(3-hydroxypropyl)-1-piperazinyl]phenyl]-2-oxo-5-oxazolidinyl]methyl]acetamide). Yield: 40.9%. RXN SMILES: [F:1][C:2]1[CH:3]=[C:4]([N:14]2[CH2:18][C@H:17]([CH2:19][NH:20][C:21](=[O:23])[CH3:22])[O:16][C:15]2=[O:24])[CH:5]=[CH:6][C:7]=1[N:8]1[CH2:13][CH2:12][NH:11][CH2:10][CH2:9]1.Cl[CH2:26][CH2:27][CH2:28][OH:29].C(=O)([O-])[O-].[K+].[K+]>C(#N)C>[F:1][C:2]1[CH:3]=[C:4]([N:14]2[CH2:18][C@H:17]([CH2:19][NH:20][C:21](=[O:23])[CH3:22])[O:16][C:15]2=[O:24])[CH:5]=[CH:6][C:7]=1[N:8]1[CH2:13][CH2:12][N:11]([CH2:26][CH2:27][CH2:28][OH:29])[CH2:10][CH2:9]1 |f:2.3.4|. Procedure: A mixture of (S)-N-[[3-[3-fluoro-4-(1-piperazinyl)phenyl]-2-oxo-5-oxazolidinyl]methyl]acetamide (0.200 g, 0.595 mmol), 3-chloro-1-propanol (299 μL, 3.57 mmol) and potassium carbonate (0.493 g, 3.57 mmol) in acetonitrile (12 mL) was heated to reflux for 7 h. The reaction mixture was cooled to ambient temperature and concentrated in vacuo. The crude material was dissolved in 10% methanol/chloroform and absorbed onto silica gel (2 g). Chromatography of this material over silica gel (10 g), eluting ...